This data is from the Open Reaction Database (ORD), a public repository of structured organic reaction records. The task is: describe an organic reaction: reactants, conditions, products, and yield Starting materials: ClC1=C(C(=CC(=C1)Cl)Cl)[N+](=O)[O-] (2,4,6-trichloronitrobenzene), COCCN (2-methoxyethylamine). The solvent is ice. Reaction conditions: temperature 80 celsius, time 30 minute. The product is ClC1=CC(=C(C(=C1)NCCOC)[N+](=O)[O-])NCCOC (4-chloro-2-(β-methoxyethyl)amino-6-(β-methoxyethyl)aminonitrobenzene). As a reaction SMILES: Cl[C:2]1[CH:7]=[C:6]([Cl:8])[CH:5]=[C:4](Cl)[C:3]=1[N+:10]([O-:12])=[O:11].[CH3:13][O:14][CH2:15][CH2:16][NH2:17]>>[Cl:8][C:6]1[CH:5]=[C:4]([NH:17][CH2:16][CH2:15][O:14][CH3:13])[C:3]([N+:10]([O-:12])=[O:11])=[C:2]([NH:17][CH2:16][CH2:15][O:14][CH3:13])[CH:7]=1. Procedure details: 0.2 mole (45.3 g) of 2,4,6-trichloronitrobenzene is added in portions to 180 ml of 2-methoxyethylamine heated to 80° C., with stirring. Heating is continued for 2 hours 30 minutes after the addition is complete. The reaction medium is diluted with 180 ml of ice-cold water. The product expected precipitates. It is drained, washed with water and dried under vacuum at 60° C. in the presence of phosphorous pentoxide. Recrystallized from 96° ethanol, it melts at 90° C. The reactants are C(C)(C)(C)OC(=O)N1CCN(CC1)C1=NC=CC=C1Cl (4-(3-Chloropyridin-2-yl)piperazine-1-carboxylic acid tert-butyl ester), Cl (hydrogen chloride). Run in CO (MeOH), CCOC(=O)C (EtOAc). Reaction conditions: time 4 hour. Yields the product Cl.ClC=1C(=NC=CC1)N1CCNCC1 (1-(3-Chloropyridin-2-yl)piperazine hydrochloride). As a reaction SMILES: C(OC([N:8]1[CH2:13][CH2:12][N:11]([C:14]2[C:19]([Cl:20])=[CH:18][CH:17]=[CH:16][N:15]=2)[CH2:10][CH2:9]1)=O)(C)(C)C.Cl>CO.CCOC(C)=O>[ClH:20].[Cl:20][C:19]1[C:14]([N:11]2[CH2:10][CH2:9][NH:8][CH2:13][CH2:12]2)=[N:15][CH:16]=[CH:17][CH:18]=1 |f:4.5|. Procedure: To a solution of the ester from step (a) above (2.98 g, 10 mmol) in MeOH (5 mL) was added saturated solution of hydrogen chloride in EtOAc (50 mL) and the mixture was stirred at room temperature for 4 h. The solvent was removed in vacuo, and the residue was washed with EtOAc and dried in the air to provide the title compound as a light-yellow solid. MS (ESI, pos. ion) m/z: 198 (M+1). The reactants are CC(=O)SCC(CC#N)CSC(C)=O, CO, Cl, C1CCOC1. The product is CC(=O)SCC1CSC(=N)C1, Cl. RXN SMILES: [C:2](#[N:3])[CH2:4][CH:5]([CH2:6][S:7][C:8]([CH3:9])=[O:10])[CH2:11][S:12][C:13](=[O:14])[CH3:15].[CH3:16][OH:17].[ClH:1].[O:18]1[CH2:19][CH2:20][CH2:21][CH2:22]1>>[C:2]1(=[NH:3])[CH2:4][CH:5]([CH2:6][S:7][C:8]([CH3:9])=[O:10])[CH2:11][S:12]1.[ClH:1]. Solvent: CO (methanol). Procedure: Bromine (1.5 ml) was added dropwise to an acetonitrile (60 ml) solution of triphenylphosphine (5 g). After stirring for 5 minutes, an acetonitrile solution (30 ml) of 2-(4-biphenylyl)ethanol (5 g) was added to the reaction mixture. The reaction mixture was stirred at room temperature for one hour and concentrated. Diethyl ether was added to the residue. The supernatant was collected, then dried and concentrated. The residue was purified by silica gel column chromatography (eluent: IPE) to obtain... Yields the product C1(=CC=C(C=C1)CCSC#N)C1=CC=CC=C1 (2-(4-Bipenylyl)ethylthiocyanate). Reactants: C1(=CC=C(C=C1)CCBr)C1=CC=CC=C1 (2-(4-Bipenylyl)ethyl bromide), [S-]C#N.[K+] (potassium thiocyanate). Isolated yield 74.6%. RXN SMILES: [C:1]1([C:10]2[CH:15]=[CH:14][CH:13]=[CH:12][CH:11]=2)[CH:6]=[CH:5][C:4]([CH2:7][CH2:8]Br)=[CH:3][CH:2]=1.[S-:16][C:17]#[N:18].[K+]>CO>[C:1]1([C:10]2[CH:15]=[CH:14][CH:13]=[CH:12][CH:11]=2)[CH:6]=[CH:5][C:4]([CH2:7][CH2:8][S:16][C:17]#[N:18])=[CH:3][CH:2]=1 |f:1.2|.